From a dataset of the Open Reaction Database (ORD), a public repository of structured organic reaction records. describe an organic reaction: reactants, conditions, products, and yield Reactants: CC1=C(N=C(O1)C1=CC=C(C=C1)C)CCOC1=CC=C(C=C1)C[C@@H](C(=O)OCC)NCC1=CC=C(C=C1)F (Ethyl(S)-3-[4-[2-[5-methyl-2-(4-methylphenyl)-1,3-oxazol-4-yl]ethoxy]phenyl]-2-(4-fluorobenzylamino)propionate), FC1=C(C(=C(C(=C1C=O)F)F)F)F (pentafluorobenzaldehyde). The product is CC1=C(N=C(O1)C1=CC=CC=C1)CCOC1=CC=C(C=C1)C[C@@H](C(=O)OC)NCC1=C(C(=C(C(=C1F)F)F)F)F (Methyl(S)-3-[4-[2-(5-methyl-2-phenyl-1,3-oxazol-4-yl)ethoxy]phenyl]-2-(pentafluorobenzylamino)propionate). As a reaction SMILES: [CH3:1][C:2]1[O:6][C:5]([C:7]2[CH:12]=[CH:11][C:10](C)=[CH:9][CH:8]=2)=[N:4][C:3]=1[CH2:14][CH2:15][O:16][C:17]1[CH:22]=[CH:21][C:20]([CH2:23][C@H:24]([NH:30]CC2C=CC(F)=CC=2)[C:25]([O:27][CH2:28]C)=[O:26])=[CH:19][CH:18]=1.[F:39][C:40]1[C:45]([CH:46]=O)=[C:44]([F:48])[C:43]([F:49])=[C:42]([F:50])[C:41]=1[F:51]>>[CH3:1][C:2]1[O:6][C:5]([C:7]2[CH:12]=[CH:11][CH:10]=[CH:9][CH:8]=2)=[N:4][C:3]=1[CH2:14][CH2:15][O:16][C:17]1[CH:18]=[CH:19][C:20]([CH2:23][C@H:24]([NH:30][CH2:46][C:45]2[C:40]([F:39])=[C:41]([F:51])[C:42]([F:50])=[C:43]([F:49])[C:44]=2[F:48])[C:25]([O:27][CH3:28])=[O:26])=[CH:21][CH:22]=1. Procedure details: In the same manner as in Example 7, 433.0 mg of the title compound was obtained as colorless oil from 591.2 mg of Referential Compound 3 and 250 μL of pentafluorobenzaldehyde. Starting materials: CC(CO)=CC=C(C=CC=C(C=CC1=C(CCCC1(C)C)C)C)C (2,5,9-trimethyl-11-(2,6,6-trimethyl-1-cyclohexen-1-yl)-2,4,6,8,10-undecapentaene-1-ol), C(OC)(OC)OC (trimethyl orthoformate), CO (methanol), FC(C(=O)O)(F)F (trifluoroacetic acid), C(=O)(O)[O-].[Na+] (NaHCO3). Solvent: C1CCOC1 (THF), C1CCOC1 (THF). Run at time 8 hour. Yields the product COCC(=CC=C(C=CC=C(C=CC1=C(CCCC1(C)C)C)C)C)C (1-methoxy-2,5,9-trimethyl-11-(2,6,6-trimethyl-1-cyclohexen-1-yl)-2,4,6,8,10-undecapentaene). RXN SMILES: [CH3:1][C:2](=[CH:5][CH:6]=[C:7]([CH3:24])[CH:8]=[CH:9][CH:10]=[C:11]([CH3:23])[CH:12]=[CH:13][C:14]1[C:19]([CH3:21])([CH3:20])[CH2:18][CH2:17][CH2:16][C:15]=1[CH3:22])[CH2:3][OH:4].[CH:25](OC)(OC)OC.CO.FC(F)(F)C(O)=O.C([O-])(O)=O.[Na+]>C1COCC1>[CH3:25][O:4][CH2:3][C:2]([CH3:1])=[CH:5][CH:6]=[C:7]([CH3:24])[CH:8]=[CH:9][CH:10]=[C:11]([CH3:23])[CH:12]=[CH:13][C:14]1[C:19]([CH3:21])([CH3:20])[CH2:18][CH2:17][CH2:16][C:15]=1[CH3:22] |f:4.5|. Procedure: To a solution of 2,5,9-trimethyl-11-(2,6,6-trimethyl-1-cyclohexen-1-yl)-2,4,6,8,10-undecapentaene-1-ol (1.6 g, 5 mmol), 106 g (10 mmol) of trimethyl orthoformate and 160 mg (5 mmol) of dry methanol in 5 ml of dry THF is added dropwise a solution of 40 μL of trifluoroacetic acid in 1 ml of dry THF over a 1 minute period at room temperature. After overnight standing, the reaction mixture is poured into cold aqueous 5% NaHCO3 and extracted with chloroform three times. The combined organic extract i... Starting materials: COC1=C(C(=O)N(C(C)C)C(C)C)C=CC(=C1)OC (2,4-dimethoxy-N,N-bis(1-methylethyl)benzamide), B(Br)(Br)Br (boron tribromide). The solvent is ClCCl (dichloromethane). Run at time 2 hour. The product is OC1=C(C(=O)N(C(C)C)C(C)C)C=CC(=C1)O (2,4-dihydroxy-N,N-bis(1-methylethyl)benzamide). As a reaction SMILES: C[O:2][C:3]1[CH:17]=[C:16]([O:18]C)[CH:15]=[CH:14][C:4]=1[C:5]([N:7]([CH:11]([CH3:13])[CH3:12])[CH:8]([CH3:10])[CH3:9])=[O:6].B(Br)(Br)Br>ClCCl>[OH:2][C:3]1[CH:17]=[C:16]([OH:18])[CH:15]=[CH:14][C:4]=1[C:5]([N:7]([CH:11]([CH3:12])[CH3:13])[CH:8]([CH3:9])[CH3:10])=[O:6]. Reported procedure: A solution of 2,4-dimethoxy-N,N-bis(1-methylethyl)benzamide (3.0 g, 11.0 mmol) in 10 ml of dichloromethane at 0° C. is treated with 1N boron tribromide (33.0 mL, 33.0 mmol) and stirred at room temperature for 2 hours. The reaction is concentrated in vacuo, dissolved in 1N sodium hydroxide solution, and acidified with 1N hydrochloric acid to generate solid which is filtered to afford 2,4-dihydroxy-N,N-bis(1-methylethyl)benzamide as white solid. The reactants are N1(CCOCC1)C1=CC=C(C=C1)NC(NNC(C1=C(C=C(C(=C1)C(C)C)OCOC)OCOC)=O)=S (4-[4-(morpholin-4-yl)-phenyl]-1-(5-isopropyl-2,4-bis-methoxymethoxy-benzoyl)thiosemicarbazide), [OH-].[Na+] (sodium hydroxide). Product: C(C)(C)C=1C(=CC(=C(C1)C=1N(C(NN1)=S)C1=CC=C(C=C1)N1CCOCC1)OCOC)OCOC (5-(5-isopropyl-2,4-bis-methoxymethoxy-phenyl)-4-(4-morpholin-4-yl-phenyl)-2,4-dihydro-[1,2,4]triazol-3-thione). As a reaction SMILES: [N:1]1([C:7]2[CH:12]=[CH:11][C:10]([NH:13][C:14](=[S:36])[NH:15][NH:16][C:17](=O)[C:18]3[CH:23]=[C:22]([CH:24]([CH3:26])[CH3:25])[C:21]([O:27][CH2:28][O:29][CH3:30])=[CH:20][C:19]=3[O:31][CH2:32][O:33][CH3:34])=[CH:9][CH:8]=2)[CH2:6][CH2:5][O:4][CH2:3][CH2:2]1.[OH-].[Na+]>>[CH:24]([C:22]1[C:21]([O:27][CH2:28][O:29][CH3:30])=[CH:20][C:19]([O:31][CH2:32][O:33][CH3:34])=[C:18]([C:17]2[N:13]([C:10]3[CH:11]=[CH:12][C:7]([N:1]4[CH2:6][CH2:5][O:4][CH2:3][CH2:2]4)=[CH:8][CH:9]=3)[C:14](=[S:36])[NH:15][N:16]=2)[CH:23]=1)([CH3:26])[CH3:25] |f:1.2|. Reported procedure: Crude crystals of 4-[4-(morpholin-4-yl)-phenyl]-1-(5-isopropyl-2,4-bis-methoxymethoxy-benzoyl)thiosemicarbazide (IM5-S-a01) and 5% aqueous sodium hydroxide (1 mL) were placed in a test tube and refluxed for 2 hours. After completing the reaction, the reaction mixture was extracted with methylene chloride, and the organic layer was combined drying over anhydrous sodium sulfate. Filtration and evaporation gave crude crystals of 5-(5-isopropyl-2,4-bis-methoxymethoxy-phenyl)-4-(4-morpholin-4-yl-phen... Starting materials: C1(CCCC1)N1[C@@H](C(N(C=2C=NC(=NC12)N1C=NC(=C1)CC#N)C)=O)CC ((R)-2-(1-(8-cyclopentyl-7-ethyl-5-methyl-6-oxo-5,6,7,8-tetrahydropteridin-2-yl)-1H-imidazol-4-yl)acetonitrile). The reagents and catalysts are O=[Pt]=O (PtO2). Run in CCOC(=O)C (EtOAc). Run at time 18 hour. Yields the product NCCC=1N=CN(C1)C1=NC=2N([C@@H](C(N(C2C=N1)C)=O)CC)C1CCCC1 ((R)-2-(4-(2-aminoethyl)-1H-imidazol-1-yl)-8-cyclopentyl-7-ethyl-5-methyl-7,8-dihydropteridin-6(5H)-one). Yield: 42.2%. RXN SMILES: [CH:1]1([N:6]2[C:15]3[N:14]=[C:13]([N:16]4[CH:20]=[C:19]([CH2:21][C:22]#[N:23])[N:18]=[CH:17]4)[N:12]=[CH:11][C:10]=3[N:9]([CH3:24])[C:8](=[O:25])[C@H:7]2[CH2:26][CH3:27])[CH2:5][CH2:4][CH2:3][CH2:2]1>CCOC(C)=O.O=[Pt]=O>[NH2:23][CH2:22][CH2:21][C:19]1[N:18]=[CH:17][N:16]([C:13]2[N:12]=[CH:11][C:10]3[N:9]([CH3:24])[C:8](=[O:25])[C@@H:7]([CH2:26][CH3:27])[N:6]([CH:1]4[CH2:5][CH2:4][CH2:3][CH2:2]4)[C:15]=3[N:14]=2)[CH:20]=1. Procedure: (R)-2-(1-(8-cyclopentyl-7-ethyl-5-methyl-6-oxo-5,6,7,8-tetrahydropteridin-2-yl)-1H-imidazol-4-yl)acetonitrile (Example 35, 0.08 g, 0.218 mmol) and PtO2 (40 mg) were suspended in 2 mL of EtOAc and the resulting mixture was stirred under an atmosphere of hydrogen (1 atm, balloon) for 18 h. The resulting solution was filtered through Celite, concentrated, then purified by preparative HPLC to give the title compound (34 mg). LCMS: 370.1 m/z (M+H)+; ret. Time: 4.09 (Analytical Method C). Starting materials: CN1CCOCC1, COCCOc1nc(Cl)nc(OCCOC)n1, C1CCOC1. The product is [Cl-], COCCOc1nc(OCCOC)nc([N+]2(C)CCOCC2)n1. As a reaction SMILES: [CH3:18][N:19]1[CH2:20][CH2:21][O:22][CH2:23][CH2:24]1.[Cl:1][c:2]1[n:3][c:4]([O:13][CH2:14][CH2:15][O:16][CH3:17])[n:5][c:6]([O:8][CH2:9][CH2:10][O:11][CH3:12])[n:7]1.[O:25]1[CH2:26][CH2:27][CH2:28][CH2:29]1>>[Cl-:1].[c:2]1([N+:19]2([CH3:18])[CH2:20][CH2:21][O:22][CH2:23][CH2:24]2)[n:3][c:4]([O:13][CH2:14][CH2:15][O:16][CH3:17])[n:5][c:6]([O:8][CH2:9][CH2:10][O:11][CH3:12])[n:7]1. The reactants are ClC=1C=C(C=CC1Cl)C=1OC(=C(N1)CC(=O)OCC)C1=COC=C1 (ethyl 2-[2-(3,4-dichlorophenyl)-5-(3-furyl)-4-oxazolyl]acetate), CO (methanol), [OH-].[K+] (potassium hydroxide). The solvent is O (water). Yields the product ClC=1C=C(C=CC1Cl)C=1OC(=C(N1)CC(=O)O)C1=COC=C1 (2-[2-(3,4-dichlorophenyl)-5-(3-furyl)-4-oxazolyl]acetic acid). The yield is 81.2%. Reaction SMILES: [Cl:1][C:2]1[CH:3]=[C:4]([C:9]2[O:10][C:11]([C:20]3[CH:24]=[CH:23][O:22][CH:21]=3)=[C:12]([CH2:14][C:15]([O:17]CC)=[O:16])[N:13]=2)[CH:5]=[CH:6][C:7]=1[Cl:8].CO.[OH-].[K+]>O>[Cl:1][C:2]1[CH:3]=[C:4]([C:9]2[O:10][C:11]([C:20]3[CH:24]=[CH:23][O:22][CH:21]=3)=[C:12]([CH2:14][C:15]([OH:17])=[O:16])[N:13]=2)[CH:5]=[CH:6][C:7]=1[Cl:8] |f:2.3|. Reported procedure: 7.0 g of ethyl 2-[2-(3,4-dichlorophenyl)-5-(3-furyl)-4-oxazolyl]acetate, 70 ml of methanol, 7 ml of water and 2.0 g of potassium hydroxide are treated in the same manner as described in Example 16. 5.25 g of 2-[2-(3,4-dichlorophenyl)-5-(3-furyl)-4-oxazolyl]acetic acid are thereby obtained. Yield: 81.0%